Dataset: the Open Reaction Database (ORD), a public repository of structured organic reaction records. Task: describe an organic reaction: reactants, conditions, products, and yield Reactants: O=C([O-])[O-], CC1(C)CC=C(B(O)O)CC1, Cc1ccccc1, CCO, CCOC(C)=O, O=[N+]([O-])c1cccnc1Cl, [Na+], [Na+], c1ccc(P(c2ccccc2)(c2ccccc2)[Pd](P(c2ccccc2)(c2ccccc2)c2ccccc2)(P(c2ccccc2)(c2ccccc2)c2ccccc2)P(c2ccccc2)(c2ccccc2)c2ccccc2)cc1. The product is CC1(C)CC=C(c2ncccc2[N+](=O)[O-])CC1. As a reaction SMILES: [C:22](=[O:23])([O-:24])[O-:25].[CH3:1][C:2]1([CH3:11])[CH2:3][CH:4]=[C:5]([B:8]([OH:9])[OH:10])[CH2:6][CH2:7]1.[CH3:28][c:29]1[cH:30][cH:31][cH:32][cH:33][cH:34]1.[CH3:35][CH2:36][OH:37].[CH3:38][CH2:39][O:40][C:41]([CH3:42])=[O:43].[Cl:12][c:13]1[n:14][cH:15][cH:16][cH:17][c:18]1[N+:19](=[O:20])[O-:21].[Na+:26].[Na+:27].[cH:44]1[cH:45][cH:46][c:47]([P:48]([Pd:49]([P:50]([c:51]2[cH:52][cH:53][cH:54][cH:55][cH:56]2)([c:57]2[cH:58][cH:59][cH:60][cH:61][cH:62]2)[c:63]2[cH:64][cH:65][cH:66][cH:67][cH:68]2)([P:69]([c:70]2[cH:71][cH:72][cH:73][cH:74][cH:75]2)([c:76]2[cH:77][cH:78][cH:79][cH:80][cH:81]2)[c:82]2[cH:83][cH:84][cH:85][cH:86][cH:87]2)[P:88]([c:89]2[cH:90][cH:91][cH:92][cH:93][cH:94]2)([c:95]2[cH:96][cH:97][cH:98][cH:99][cH:100]2)[c:101]2[cH:102][cH:103][cH:104][cH:105][cH:106]2)([c:107]2[cH:108][cH:109][cH:110][cH:111][cH:112]2)[c:113]2[cH:114][cH:115][cH:116][cH:117][cH:118]2)[cH:119][cH:120]1>>[CH3:1][C:2]1([CH3:11])[CH2:3][CH:4]=[C:5]([c:13]2[n:14][cH:15][cH:16][cH:17][c:18]2[N+:19](=[O:20])[O-:21])[CH2:6][CH2:7]1. The reactants are OC[C@H](C1=CC=CC=C1)N1C(C[C@H]2CC3(CCNCC3)C3=C([C@@H]12)C=CC=C3)=O ((3aR,9bS)-1-((S)-2-hydroxy-1-phenylethyl)-1,3a,4,9b-tetrahydrospiro[benzo[g]indole-5,4′-piperidin]-2(3H)-one), O.[OH-].[Li+] (lithium hydroxide monohydrate). Run in CS(=O)C (DMSO). Product: C1(=CC=CC=C1)C(=C)N1C(C[C@H]2CC3(CCNCC3)C3=C([C@@H]12)C=CC=C3)=O ((3aR,9bS)-1-(1-phenylvinyl)-1,3a,4,9b-tetrahydrospiro[benzo[g]indole-5,4′-piperidin]-2(3H)-one). Isolated yield 68.6%. As a reaction SMILES: O[CH2:2][C@@H:3]([N:10]1[C@H:23]2[C@H:13]([CH2:14][C:15]3([C:21]4[CH:27]=[CH:26][CH:25]=[CH:24][C:22]=42)[CH2:20][CH2:19][NH:18][CH2:17][CH2:16]3)[CH2:12][C:11]1=[O:28])[C:4]1[CH:9]=[CH:8][CH:7]=[CH:6][CH:5]=1.O.[OH-].[Li+]>CS(C)=O>[C:4]1([C:3]([N:10]2[C@H:23]3[C@H:13]([CH2:14][C:15]4([C:21]5[CH:27]=[CH:26][CH:25]=[CH:24][C:22]=53)[CH2:20][CH2:19][NH:18][CH2:17][CH2:16]4)[CH2:12][C:11]2=[O:28])=[CH2:2])[CH:9]=[CH:8][CH:7]=[CH:6][CH:5]=1 |f:1.2.3|. Procedure: A solution of (3aR,9bS)-1-((S)-2-hydroxy-1-phenylethyl)-1,3a,4,9b-tetrahydrospiro[benzo[g]indole-5,4′-piperidin]-2(3H)-one (Step 4, 2.3 g, 6.1 mmol) and lithium hydroxide monohydrate (2.3 g, 55 mmol) in DMSO (15 ml) was heated at 170° C. for 4 h. The reaction mixture was evaporated. The residue was poured into water, extracted with EtOAc (3×). The extracts were concentrated to give the title compound as brown oil (1.5 g). Starting materials: ClC1=NC(=NC(=N1)C1=CC=CC=C1)C1=CC=CC=C1 (2-chloro-4,6-diphenyl-1,3,5-triazine), CC1(C2=CC=CC=C2C=2C1=CC=1NC3=CC=CC=C3C1C2)C (12,12-dimethyl-10,12-dihydro-10-azaindeno[2,1-b]fluorene), [H-].[Na+] (NaH), oil. Run in CN(C=O)C (dimethylformamide), CN(C=O)C (dimethylformamide). Run at time 1 hour. The product is C1(=CC=CC=C1)C1=NC(=NC(=N1)C1=CC=CC=C1)N1C2=CC=CC=C2C=2C=C3C(=CC12)C(C1=CC=CC=C13)(C)C (10-(4,6-diphenyl-1,3,5-triazin-2-yl)-12,12-dimethyl-10,12-dihydro-10-azaindeno[2,1-b]fluorene). RXN SMILES: [CH3:1][C:2]1([CH3:22])[C:10]2=[CH:11][C:12]3[NH:13][C:14]4[C:19]([C:20]=3[CH:21]=[C:9]2[C:8]2[C:3]1=[CH:4][CH:5]=[CH:6][CH:7]=2)=[CH:18][CH:17]=[CH:16][CH:15]=4.[H-].[Na+].Cl[C:26]1[N:31]=[C:30]([C:32]2[CH:37]=[CH:36][CH:35]=[CH:34][CH:33]=2)[N:29]=[C:28]([C:38]2[CH:43]=[CH:42][CH:41]=[CH:40][CH:39]=2)[N:27]=1>CN(C)C=O>[C:38]1([C:28]2[N:29]=[C:30]([C:32]3[CH:33]=[CH:34][CH:35]=[CH:36][CH:37]=3)[N:31]=[C:26]([N:13]3[C:12]4[CH:11]=[C:10]5[C:2]([CH3:22])([CH3:1])[C:3]6[C:8]([C:9]5=[CH:21][C:20]=4[C:19]4[C:14]3=[CH:15][CH:16]=[CH:17][CH:18]=4)=[CH:7][CH:6]=[CH:5][CH:4]=6)[N:27]=2)[CH:43]=[CH:42][CH:41]=[CH:40][CH:39]=1 |f:1.2|. Procedure: 8 g (28.2 mmol) of 12,12-dimethyl-10,12-dihydro-10-azaindeno[2,1-b]fluorene are dissolved in 225 ml of dimethylformamide under a protective-gas atmosphere, and 1.5 g of NaH, 60% in mineral oil (37.5 mmol), are added. After 1 h at room temperature, a solution of 2-chloro-4,6-diphenyl-1,3,5-triazine (8.5 g, 31.75 mmol) in 75 ml of dimethylformamide is added dropwise. The reaction mixture is then stirred at room temperature for 12 h. After this time, the reaction mixture is poured onto ice and extr... RXN SMILES: [CH2:1]([c:2]1[cH:3][cH:4][cH:5][cH:6][cH:7]1)[O:8][c:9]1[c:10]([CH2:27][CH:28]([CH3:29])[CH3:30])[cH:11][c:12]([C:13](=[O:14])[N:15]2[CH2:16][CH2:17][N:18]([CH2:21][CH:22]([CH3:23])[CH3:24])[CH2:19][CH2:20]2)[cH:25][cH:26]1.[CH3:33][CH2:34][OH:35].[H:31][H:32].[Pd:36]>>[OH:8][c:9]1[c:10]([CH2:27][CH:28]([CH3:29])[CH3:30])[cH:11][c:12]([C:13](=[O:14])[N:15]2[CH2:16][CH2:17][N:18]([CH2:21][CH:22]([CH3:23])[CH3:24])[CH2:19][CH2:20]2)[cH:25][cH:26]1. The reactants are CC(C)Cc1cc(C(=O)N2CCN(CC(C)C)CC2)ccc1OCc1ccccc1, CCO, [H][H], [Pd]. Yields the product CC(C)Cc1cc(C(=O)N2CCN(CC(C)C)CC2)ccc1O. Reactants: ClC1=C(C=C(C=C1)CP(OC)(OC)=O)C(=O)NCC12CC3CC(CC(C1)C3)C2 ([[4-chloro-3-[[(tricyclo[3.3.1.13,7]dec-1-ylmethyl)amino]carbonyl]phenyl]methyl]phosphonic acid, dimethyl ester), C(C)(C)[N-]C(C)C.[Li+] (lithium diisopropylamide), C(C)(C)(C)OC(=O)N1CCC(CC1)=O (N-t-butoxycarbonylpiperidin-4-one). Run in O1CCCC1 (tetrahydrofuran), O1CCCC1 (tetrahydrofuran), O (water). Conditions: time 15 minute. The product is ClC1=C(C=C(C=C1)C=C1CCN(CC1)C(=O)OC(C)(C)C)C(=O)NCC12CC3CC(CC(C1)C3)C2 (4-[[4-chloro-3-[[(tricyclo[3.3.1.13,7]dec-1-ylmethyl)amino]carbonyl]phenyl]methylene]-1-piperidinecarboxylic acid, 1,1-dimethylethyl ester). Reaction SMILES: [Cl:1][C:2]1[CH:7]=[CH:6][C:5]([CH2:8]P(=O)(OC)OC)=[CH:4][C:3]=1[C:15]([NH:17][CH2:18][C:19]12[CH2:28][CH:23]3[CH2:24][CH:25]([CH2:27][CH:21]([CH2:22]3)[CH2:20]1)[CH2:26]2)=[O:16].C([N-]C(C)C)(C)C.[Li+].[C:37]([O:41][C:42]([N:44]1[CH2:49][CH2:48][C:47](=O)[CH2:46][CH2:45]1)=[O:43])([CH3:40])([CH3:39])[CH3:38]>O1CCCC1.O>[Cl:1][C:2]1[CH:7]=[CH:6][C:5]([CH:8]=[C:47]2[CH2:48][CH2:49][N:44]([C:42]([O:41][C:37]([CH3:40])([CH3:39])[CH3:38])=[O:43])[CH2:45][CH2:46]2)=[CH:4][C:3]=1[C:15]([NH:17][CH2:18][C:19]12[CH2:20][CH:21]3[CH2:27][CH:25]([CH2:24][CH:23]([CH2:22]3)[CH2:28]1)[CH2:26]2)=[O:16] |f:1.2|. Procedure: To a solution of the crude [[4-chloro-3-[[(tricyclo[3.3.1.13,7]dec-1-ylmethyl)amino]carbonyl]phenyl]methyl]phosphonic acid, dimethyl ester (2.50 g, Example 50a) in tetrahydrofuran (50 ml) at −78 ° C. was added a solution of lithium diisopropylamide (7.30 ml, 2M in tetrahydrofuran). The reaction was allowed to warm to room temperature and stirred for 15 min. N-t-butoxycarbonylpiperidin-4-one (1.52 g) in tetrahydrofuran (5 ml) was then added and the mixture stirred for 24 h. The reaction was dilut...